From a dataset of the Open Reaction Database (ORD), a public repository of structured organic reaction records. describe an organic reaction: reactants, conditions, products, and yield Procedure: The title compound was prepared as described in Example 1, Step 2 using 5-amino-2-(6-morpholin-4-ylpyridin-3-yl)-1,3-thiazole-4-carboxamide (Example 22, Step 2) (104 mg, 0.34 mmol), 2-(6-chloro-2-methylpyridin-3-yl)propan-2-ol (Example 13, Step 1) (63 mg, 0.34 mmol), Pd2(dba)3 (31 mg, 0.034 mmol), X-PHOS (81 mg, 0.17 mmol), potassium carbonate (47 mg, 0.34 mmol), and tert-amyl alcohol (0.68 mL) as starting materials. 1H NMR (500 MHz, d6-DMSO): δ 11.10 (s, 1H), 8.69 (d, 1H), 8.08 (dd, 1H), 7.72 (... Product: OC(C)(C)C=1C=CC(=NC1C)NC1=C(N=C(S1)C=1C=NC(=CC1)N1CCOCC1)C(=O)N (5-{[5-(1-Hydroxy-1-methylethyl)-6-methylpyridin-2-yl]amino}-2-(6-morpholin-4-ylpyridin-3-yl)-1,3-thiazole-4-carboxamide). As a reaction SMILES: [NH2:1][C:2]1[S:6][C:5]([C:7]2[CH:8]=[N:9][C:10]([N:13]3[CH2:18][CH2:17][O:16][CH2:15][CH2:14]3)=[CH:11][CH:12]=2)=[N:4][C:3]=1[C:19]([NH2:21])=[O:20].Cl[C:23]1[N:28]=[C:27]([CH3:29])[C:26]([C:30]([OH:33])([CH3:32])[CH3:31])=[CH:25][CH:24]=1.CC(C1C=C(C(C)C)C(C2C=CC=CC=2P(C2CCCCC2)C2CCCCC2)=C(C(C)C)C=1)C.C(=O)([O-])[O-].[K+].[K+].C(O)(CC)(C)C>C1C=CC(/C=C/C(/C=C/C2C=CC=CC=2)=O)=CC=1.C1C=CC(/C=C/C(/C=C/C2C=CC=CC=2)=O)=CC=1.C1C=CC(/C=C/C(/C=C/C2C=CC=CC=2)=O)=CC=1.[Pd].[Pd]>[OH:33][C:30]([C:26]1[CH:25]=[CH:24][C:23]([NH:1][C:2]2[S:6][C:5]([C:7]3[CH:8]=[N:9][C:10]([N:13]4[CH2:18][CH2:17][O:16][CH2:15][CH2:14]4)=[CH:11][CH:12]=3)=[N:4][C:3]=2[C:19]([NH2:21])=[O:20])=[N:28][C:27]=1[CH3:29])([CH3:32])[CH3:31] |f:3.4.5,7.8.9.10.11|. Starting materials: NC1=C(N=C(S1)C=1C=NC(=CC1)N1CCOCC1)C(=O)N (5-Amino-2-(6-morpholin-4-ylpyridin-3-yl)-1,3-thiazole-4-carboxamide), C([O-])([O-])=O.[K+].[K+] (potassium carbonate), C(C)(C)(CC)O (tert-amyl alcohol), ClC1=CC=C(C(=N1)C)C(C)(C)O (2-(6-Chloro-2-methylpyridin-3-yl)propan-2-ol), CC(C)C1=CC(=C(C(=C1)C(C)C)C2=C(C=CC=C2)P(C3CCCCC3)C4CCCCC4)C(C)C (X-PHOS). Reagents/catalysts: C=1C=CC(=CC1)/C=C/C(=O)/C=C/C2=CC=CC=C2.C=1C=CC(=CC1)/C=C/C(=O)/C=C/C2=CC=CC=C2.C=1C=CC(=CC1)/C=C/C(=O)/C=C/C2=CC=CC=C2.[Pd].[Pd] (Pd2(dba)3).